From a dataset of the Open Reaction Database (ORD), a public repository of structured organic reaction records. describe an organic reaction: reactants, conditions, products, and yield The reactants are hydrochloride salt, CC1=CC=C(C=C1)S(=O)(=O)OCC1OC2=C(C1)C=C(C=C2C2=C(C=CC(=C2)Cl)OC)F ((±)-[7-(5-chloro-2-methoxyphenyl)-5-fluoro-2,3-dihydro-1-benzofuran-2-yl]methyl 4-methylbenzenesulfonate), CN (methylamine). Product: ClC=1C=CC(=C(C1)C1=CC(=CC=2CC(OC21)CNC)F)OC ((±)-{[7-(5-chloro-2-methoxyphenyl)-5-fluoro-2,3-dihydro-1-benzofuran-2-yl]methyl}methylamine). As a reaction SMILES: CC1C=CC(S(O[CH2:12][CH:13]2[CH2:17][C:16]3[CH:18]=[C:19]([F:31])[CH:20]=[C:21]([C:22]4[CH:27]=[C:26]([Cl:28])[CH:25]=[CH:24][C:23]=4[O:29][CH3:30])[C:15]=3[O:14]2)(=O)=O)=CC=1.[CH3:32][NH2:33]>>[Cl:28][C:26]1[CH:25]=[CH:24][C:23]([O:29][CH3:30])=[C:22]([C:21]2[C:15]3[O:14][CH:13]([CH2:12][NH:33][CH3:32])[CH2:17][C:16]=3[CH:18]=[C:19]([F:31])[CH:20]=2)[CH:27]=1. Procedure details: The title compound was prepared (0.62 g, 38%) following the general procedure of Example 390 as a white solid, hydrochloride salt from (±)-[7-(5-chloro-2-methoxyphenyl)-5-fluoro-2,3-dihydro-1-benzofuran-2-yl]methyl 4-methylbenzenesulfonate (0.21 g, 0.45 mmol) and methylamine (0.139 g, 4.5 mmol). mp 189-190° C. Reactants: CC1(NC(CC(C1)N1C(CCCCC1)=O)(C)C)C (N-(2,2,6,6-Tetramethylpiperidin-4-yl)-epsilon-caprolactam), ClC1=CC(=CC=C1)C(=O)OO (m-chloroperbenzoic acid). The solvent is C(Cl)(Cl)Cl (chloroform). Yields the product ON1C(CC(CC1(C)C)N1C(CCCCC1)=O)(C)C (N-(1-Oxyl-2,2,6,6-tetramethylpiperdin-4-yl)-epsilon-caprolactam). As a reaction SMILES: [CH3:1][C:2]1([CH3:18])[CH2:7][CH:6]([N:8]2[CH2:14][CH2:13][CH2:12][CH2:11][CH2:10][C:9]2=[O:15])[CH2:5][C:4]([CH3:17])([CH3:16])[NH:3]1.ClC1C=CC=C(C(OO)=[O:27])C=1>C(Cl)(Cl)Cl>[OH:27][N:3]1[C:4]([CH3:17])([CH3:16])[CH2:5][CH:6]([N:8]2[CH2:14][CH2:13][CH2:12][CH2:11][CH2:10][C:9]2=[O:15])[CH2:7][C:2]1([CH3:18])[CH3:1]. Procedure: To a solution of 25.4 g (0.1 mole) of the lactam compound prepared in Example 1 in 200 ml of chloroform is added portionwise 38 g (0.22 mole) of m-chloroperbenzoic acid over a one-hour period. The reaction mixture is stirred for an eighteen-hour period at ambient temperature. The mixture is then filtered to remove the m-chlorobenzoic acid formed. The filtrate is washed successively with 1N sulfuric acid, with water and with 10% aqueous sodium bicarbonate and then dried. The solvent is removed in... Reactants: CC(C)(C)C(=O)Cl, BrCC1(c2ccccc2)OCCO1, CC1(c2ccc(Br)cc2)OCCO1, [Mg], C1CCOC1. Yields the product CC(C)(C)C(=O)c1ccc(C2(C)OCCO2)cc1. RXN SMILES: [C:28]([C:29]([CH3:30])([CH3:31])[CH3:32])(=[O:33])[Cl:34].[CH2:15]1[O:16][C:17]([c:18]2[cH:19][cH:20][cH:21][cH:22][cH:23]2)([CH2:24][Br:25])[O:26][CH2:27]1.[CH2:2]1[CH2:3][O:4][C:5]([CH3:6])([c:7]2[cH:8][cH:9][c:10]([Br:13])[cH:11][cH:12]2)[O:14]1.[Mg:1].[O:35]1[CH2:36][CH2:37][CH2:38][CH2:39]1>>[CH2:2]1[CH2:3][O:4][C:5]([CH3:6])([c:7]2[cH:8][cH:9][c:10]([C:28]([C:29]([CH3:30])([CH3:31])[CH3:32])=[O:33])[cH:11][cH:12]2)[O:14]1.